From a dataset of the Open Reaction Database (ORD), a public repository of structured organic reaction records. describe an organic reaction: reactants, conditions, products, and yield The reactants are CC(NC(=O)C1=C(O)c2cc(Cl)ccc2C2(CCOCC2)C1=O)C(=O)OC(C)(C)C, O=C(O)C(F)(F)F. Yields the product CC(NC(=O)C1=C(O)c2cc(Cl)ccc2C2(CCOCC2)C1=O)C(=O)O. Reaction SMILES: [Cl:1][c:2]1[cH:3][c:4]2[c:9]([cH:10][cH:11]1)[C:8]1([C:7](=[O:17])[C:6]([C:18](=[O:19])[NH:20][CH:21]([CH3:22])[C:23](=[O:24])[O:25][C:26]([CH3:27])([CH3:28])[CH3:29])=[C:5]2[OH:30])[CH2:12][CH2:13][O:14][CH2:15][CH2:16]1.[F:31][C:32]([F:33])([F:34])[C:35]([OH:36])=[O:37]>>[Cl:1][c:2]1[cH:3][c:4]2[c:9]([cH:10][cH:11]1)[C:8]1([C:7](=[O:17])[C:6]([C:18](=[O:19])[NH:20][CH:21]([CH3:22])[C:23](=[O:24])[OH:25])=[C:5]2[OH:30])[CH2:12][CH2:13][O:14][CH2:15][CH2:16]1. Reactants: C(C)(=O)N1C=NC=C1 (1-acetylimidazole), BrCC1=CC=C(OCC(=O)OCC)C=C1 (ethyl 4-bromomethylphenoxyacetate). The solvent is C(C)#N (acetonitrile). Run at temperature 60 celsius. Yields the product [Br-].C(C)(=O)[N+]1=CN(C=C1)CC1=CC=C(C=C1)OCC(=O)OCC (1-acetyl-3-[4-(ethoxycarbonylmethoxy)benzyl]imidazolium bromide). Yield: 98.0%. Reaction SMILES: [C:1]([N:4]1[CH:8]=[CH:7][N:6]=[CH:5]1)(=[O:3])[CH3:2].[Br:9][CH2:10][C:11]1[CH:23]=[CH:22][C:14]([O:15][CH2:16][C:17]([O:19][CH2:20][CH3:21])=[O:18])=[CH:13][CH:12]=1>C(#N)C>[Br-:9].[C:1]([N+:4]1[CH:8]=[CH:7][N:6]([CH2:10][C:11]2[CH:12]=[CH:13][C:14]([O:15][CH2:16][C:17]([O:19][CH2:20][CH3:21])=[O:18])=[CH:22][CH:23]=2)[CH:5]=1)(=[O:3])[CH3:2] |f:3.4|. Reported procedure: 2.2 g of 1-acetylimidazole and 5.46 g of ethyl 4-bromomethylphenoxyacetate were added to 5 ml of dry acetonitrile, and the mixture was heated at 60° C. for 2 hours. After completion of the reaction, the solvent was evaporated under reduced pressure. The residue was triturated with an adequate amount of dry diethyl ether and the resulting powder was collected by filtration and dried to obtain 7.5 g of 1-acetyl-3-[4-(ethoxycarbonylmethoxy)benzyl]imidazolium bromide. (98.6% yield). Colorless hygros... The reactants are COC=1C=C2C(=CC=NC2=CC1OC)OC1=CC(=C(N)C=C1)F (4-[(6,7-Dimethoxy-4-quinolyl)oxy]-2-fluoroaniline), ClC(Cl)(OC(OC(Cl)(Cl)Cl)=O)Cl (triphosgene), C([O-])(O)=O.[Na+] (sodium bicarbonate), CNN (methylhydrazine). Solvent: C(C)N(CC)CC (triethylamine), C1(=CC=CC=C1)C (toluene), C(Cl)Cl (methylene chloride). The product is COC=1C=C2C(=CC=NC2=CC1OC)OC1=CC(=C(C=C1)NC(=O)NNC)F (N-{4-[(6,7-Dimethoxy-4-quinolyl)oxy]-2-fluorophenyl}-N′-(methylamino)urea). Isolated yield 76.5%. RXN SMILES: [CH3:1][O:2][C:3]1[CH:4]=[C:5]2[C:10](=[CH:11][C:12]=1[O:13][CH3:14])[N:9]=[CH:8][CH:7]=[C:6]2[O:15][C:16]1[CH:22]=[CH:21][C:19]([NH2:20])=[C:18]([F:23])[CH:17]=1.ClC(Cl)(O[C:28](=[O:34])OC(Cl)(Cl)Cl)Cl.[CH3:36][NH:37][NH2:38].C(=O)(O)[O-].[Na+]>C(Cl)Cl.C(N(CC)CC)C.C1(C)C=CC=CC=1>[CH3:1][O:2][C:3]1[CH:4]=[C:5]2[C:10](=[CH:11][C:12]=1[O:13][CH3:14])[N:9]=[CH:8][CH:7]=[C:6]2[O:15][C:16]1[CH:22]=[CH:21][C:19]([NH:20][C:28]([NH:38][NH:37][CH3:36])=[O:34])=[C:18]([F:23])[CH:17]=1 |f:3.4|. Procedure details: 4-[(6,7-Dimethoxy-4-quinolyl)oxy]-2-fluoroaniline (50 mg) was added to toluene (5 ml), and triethylamine (0.5 ml), and the mixture was heated under reflux to prepare a solution. A solution of triphosgene (50 mg) in methylene chloride was then added thereto, and the mixture was heated under reflux for 10 min. Next, methylhydrazine (50 mg) was added thereto, and the mixture was further stirred with heating under reflux for 3 hr. A saturated aqueous sodium bicarbonate solution was added to the reac... Starting materials: BrC(C)C(C)Br (dibromobutane), CC(C)(OC(=O)N1CCN(CC1)C1=NC=CC=C1N)C (1-[1,1-Dimethylethoxycarbonyl]-4-[3-amino-2-pyridinyl]piperazine), BrCCCCBr (1,4-dibromobutane), C([O-])([O-])=O.[K+].[K+] (potassium carbonate). The solvent is C(C)#N (acetonitrile), O (water). Conditions: time 3 day. Product: CC(C)(OC(=O)N1CCN(CC1)C1=NC=CC=C1N1CCCC1)C (1-[1,1-Dimethylethoxycarbonyl]-4-[3-(1-pyrrolidinyl)-2-pyridinyl]piperazine). RXN SMILES: [CH3:1][C:2]([CH3:20])([O:4][C:5]([N:7]1[CH2:12][CH2:11][N:10]([C:13]2[C:18]([NH2:19])=[CH:17][CH:16]=[CH:15][N:14]=2)[CH2:9][CH2:8]1)=[O:6])[CH3:3].Br[CH2:22][CH2:23][CH2:24][CH2:25]Br.C(=O)([O-])[O-].[K+].[K+].BrC(C(Br)C)C>C(#N)C.O>[CH3:3][C:2]([CH3:20])([O:4][C:5]([N:7]1[CH2:8][CH2:9][N:10]([C:13]2[C:18]([N:19]3[CH2:25][CH2:24][CH2:23][CH2:22]3)=[CH:17][CH:16]=[CH:15][N:14]=2)[CH2:11][CH2:12]1)=[O:6])[CH3:1] |f:2.3.4|. Procedure details: 1-[1,1-Dimethylethoxycarbonyl]-4-[3-amino-2-pyridinyl]piperazine (International Publication No. WO 88/08424, 0.50 g), 1,4-dibromobutane (0.21 ml) and potassium carbonate (0.30 g) are refluxed in 4 ml of acetonitrile for 1 week. After 1 week, additional dibromobutane (0.21 ml) is added and refluxing is continued for 3 days. The reaction mixture is poured into water, extracted with methylene chloride, dried over anhydrous sodium sulfate and concentrated under reduced pressure. The concentrate is p... Starting materials: BrC1=CC=C(C=C1)C1(CC1)C(=O)O (1-(4-Bromo-phenyl)-cyclopropanecarboxylic acid), S(O)(O)(=O)=O (sulfuric acid), CCO (EtOH). Reaction conditions: temperature 75 celsius, time 1 hour. Yields the product C(C)OC(=O)C1(CC1)C1=CC=C(C=C1)Br (1-(4-Bromo-phenyl)-cyclopropanecarboxylic acid ethyl ester). RXN SMILES: [Br:1][C:2]1[CH:7]=[CH:6][C:5]([C:8]2([C:11]([OH:13])=[O:12])[CH2:10][CH2:9]2)=[CH:4][CH:3]=1.S(=O)(=O)(O)O.[CH3:19][CH2:20]O>>[CH2:19]([O:12][C:11]([C:8]1([C:5]2[CH:4]=[CH:3][C:2]([Br:1])=[CH:7][CH:6]=2)[CH2:10][CH2:9]1)=[O:13])[CH3:20]. Procedure: 1-(4-Bromo-phenyl)-cyclopropanecarboxylic acid (5 g, 20.7 mmol) in EtOH (50 mL) was treated with sulfuric acid (2 mL), and the reaction was stirred at 75° C. for 1 hour. The mixture was worked up to give the title compound. Reactants: COC=1C=C(C=CC1)C1=C(N=C(N1)C1=CC=C(C=C1)[N+](=O)[O-])C(=O)OCC (Ethyl 5-(3-methoxyphenyl)-2-(4-nitrophenyl)imidazole-4-carboxylate), [OH-].[Na+] (Sodium hydroxide). The solvent is C(C)O (ethanol). Yields the product COC=1C=C(C=CC1)C1=C(N=C(N1)C1=CC=C(C=C1)[N+](=O)[O-])C(=O)O (5-(3-methoxyphenyl)-2-(4-nitrophenyl)imidazole-4-carboxylic acid). Isolated yield 101.1%. RXN SMILES: [CH3:1][O:2][C:3]1[CH:4]=[C:5]([C:9]2[NH:13][C:12]([C:14]3[CH:19]=[CH:18][C:17]([N+:20]([O-:22])=[O:21])=[CH:16][CH:15]=3)=[N:11][C:10]=2[C:23]([O:25]CC)=[O:24])[CH:6]=[CH:7][CH:8]=1.[OH-].[Na+]>C(O)C>[CH3:1][O:2][C:3]1[CH:4]=[C:5]([C:9]2[NH:13][C:12]([C:14]3[CH:15]=[CH:16][C:17]([N+:20]([O-:22])=[O:21])=[CH:18][CH:19]=3)=[N:11][C:10]=2[C:23]([OH:25])=[O:24])[CH:6]=[CH:7][CH:8]=1 |f:1.2|. Procedure details: Ethyl 5-(3-methoxyphenyl)-2-(4-nitrophenyl)imidazole-4-carboxylate (45.1 g) was dissolved in ethanol. 1 M Sodium hydroxide solution was added and the mixture was reacted and treated in the same manner as in Starting Material Synthetic Example 2 to give 5-(3-methoxyphenyl)-2-(4-nitrophenyl)imidazole-4-carboxylic acid (42.1 g), melting point 116-118° C. (decomposition). The reactants are ClC(c1ccccc1)(c1ccccc1)c1ccccc1, COC(=O)C1CN=CNC1, Cl, CN(C)C=O. Product: COC(=O)C1CN=CN(C(c2ccccc2)(c2ccccc2)c2ccccc2)C1. As a reaction SMILES: [C:12]([c:13]1[cH:14][cH:15][cH:16][cH:17][cH:18]1)([c:19]1[cH:20][cH:21][cH:22][cH:23][cH:24]1)([c:25]1[cH:26][cH:27][cH:28][cH:29][cH:30]1)[Cl:31].[CH3:2][O:3][C:4](=[O:5])[CH:6]1[CH2:7][N:8]=[CH:9][NH:10][CH2:11]1.[ClH:1].[O:32]=[CH:33][N:34]([CH3:35])[CH3:36]>>[CH3:2][O:3][C:4](=[O:5])[CH:6]1[CH2:7][N:8]([C:12]([c:13]2[cH:14][cH:15][cH:16][cH:17][cH:18]2)([c:19]2[cH:20][cH:21][cH:22][cH:23][cH:24]2)[c:25]2[cH:26][cH:27][cH:28][cH:29][cH:30]2)[CH:9]=[N:10][CH2:11]1.